From a dataset of the Open Reaction Database (ORD), a public repository of structured organic reaction records. describe an organic reaction: reactants, conditions, products, and yield The reactants are O=C(CCCCBr)NC(=O)c1ccccc1, CC#N, c1ccc(P(c2ccccc2)c2ccccc2)cc1. Product: [Br-], O=C(CCCC[P+](c1ccccc1)(c1ccccc1)c1ccccc1)NC(=O)c1ccccc1. As a reaction SMILES: [C:1]([c:2]1[cH:3][cH:4][cH:5][cH:6][cH:7]1)(=[O:8])[NH:9][C:10]([CH2:11][CH2:12][CH2:13][CH2:14][Br:15])=[O:16].[CH3:36][C:37]#[N:38].[c:17]1([P:23]([c:24]2[cH:25][cH:26][cH:27][cH:28][cH:29]2)[c:30]2[cH:31][cH:32][cH:33][cH:34][cH:35]2)[cH:18][cH:19][cH:20][cH:21][cH:22]1>>[Br-:15].[C:1]([c:2]1[cH:3][cH:4][cH:5][cH:6][cH:7]1)(=[O:8])[NH:9][C:10]([CH2:11][CH2:12][CH2:13][CH2:14][P+:23]([c:17]1[cH:18][cH:19][cH:20][cH:21][cH:22]1)([c:24]1[cH:25][cH:26][cH:27][cH:28][cH:29]1)[c:30]1[cH:31][cH:32][cH:33][cH:34][cH:35]1)=[O:16].